This data is from the Open Reaction Database (ORD), a public repository of structured organic reaction records. The task is: describe an organic reaction: reactants, conditions, products, and yield Starting materials: COC(NC(C(C1=CC=CC=C1)C1=CC=CC=C1)C(NCCCCC(CO)N(CC(C)C)S(=O)(=O)C1=CC(=C(C=C1)N)F)=O)=O ((1-{5-[(4-amino-3-fluoro-benzenesulfonyl)-isobutyl-amino]-6-hydroxy-hexylcarbamoyl}-2,2-diphenyl-ethyl)-carbamic acid methyl ester), COC(N[C@@H](C(C1=CC=CC=C1)C1=CC=CC=C1)C(NCCCC[C@@H](COP(=O)(O)O)N(CC(C)C)S(=O)(=O)C1=CC=C(C=C1)N)=O)=O ((1S,5S)-(1-{5-[(4-amino-benzenesulfonyl)-isobutyl-amino]-6-phosphonooxy hexylcarbamoyl}-2,2-diphenyl-ethyl)-carbamic acid methyl ester), [B-](F)(F)(F)F.[B-](F)(F)(F)F.C1C[N+]2(CC[N+]1(CC2)CCl)F (Selectfluor). The solvent is CC#N (MeCN). Reaction conditions: time 30 minute. The product is COC(N[C@@H](C(C1=CC=CC=C1)C1=CC=CC=C1)C(NCCCC[C@@H](COP(=O)(OCC)OCC)N(CC(C)C)S(=O)(=O)C1=CC(=C(C=C1)N)F)=O)=O ((1S,5S)-{1-[5-[(4-amino-3-fluoro-benzenesulfonyl)-isobutyl-amino]-6-(diethoxy-phosphoryloxy)-hexylcarbamoyl]-2,2-diphenyl-ethyl}-carbamic acid methyl ester). The yield is 48.0%. As a reaction SMILES: [CH3:1][O:2][C:3](=[O:45])[NH:4][CH:5]([C:19](=[O:44])[NH:20][CH2:21][CH2:22][CH2:23][CH2:24][CH:25]([N:28]([S:33]([C:36]1[CH:41]=[CH:40][C:39]([NH2:42])=[C:38]([F:43])[CH:37]=1)(=[O:35])=[O:34])[CH2:29][CH:30]([CH3:32])[CH3:31])[CH2:26][OH:27])[CH:6]([C:13]1[CH:18]=[CH:17][CH:16]=[CH:15][CH:14]=1)[C:7]1[CH:12]=[CH:11][CH:10]=[CH:9][CH:8]=1.COC(=O)N[C@H](C(=O)NCCCC[C@H:70](N(S(C1C=CC(N)=CC=1)(=O)=O)CC(C)C)[CH2:71][O:72][P:73]([OH:76])([OH:75])=O)C(C1C=CC=CC=1)C1C=CC=CC=1.[B-](F)(F)(F)F.[B-](F)(F)(F)F.[CH2:104]1[N+]2(CCl)CC[N+](F)(CC2)[CH2:105]1>CC#N>[CH3:1][O:2][C:3](=[O:45])[NH:4][C@H:5]([C:19](=[O:44])[NH:20][CH2:21][CH2:22][CH2:23][CH2:24][C@H:25]([N:28]([S:33]([C:36]1[CH:41]=[CH:40][C:39]([NH2:42])=[C:38]([F:43])[CH:37]=1)(=[O:34])=[O:35])[CH2:29][CH:30]([CH3:32])[CH3:31])[CH2:26][O:27][P:73]([O:72][CH2:71][CH3:70])([O:75][CH2:104][CH3:105])=[O:76])[CH:6]([C:7]1[CH:8]=[CH:9][CH:10]=[CH:11][CH:12]=1)[C:13]1[CH:18]=[CH:17][CH:16]=[CH:15][CH:14]=1 |f:2.3.4|. Reported procedure: The product of step A above, (1S,5S)-(1-{5-[(4-amino-benzenesulfonyl)-isobutyl-amino]-6-phosphonooxy hexylcarbamoyl}-2,2-diphenyl-ethyl)-carbamic acid methyl ester (0.555 g, 0.73 mmol) was dissolved in 5 mL MeCN. Selectfluor (0.26 g, 0.7 mmol) was added and the mixture stirred for 30 min. The mixture was purified by reverse phase preparative HPLC and lyophilized to yield 278 mg (48% yield) white solid. Procedure details: 2-Chloro-6-methoxypyridine (305 mg, 2.1 mmol) was coupled to 3-tributylstannyl-7-trifluoromethylimidazo[1,2-α]pyrimidine (1.4 mmol) by the method of Example 1 to give 3-(6-methoxypyridin-2-yl)-7-trifluoromethylimidazo[1,2-α]pyrimidine (43 mg) as a white solid: δH (400 MHz, DMSO) 4.04 (3H, s), 6.84 (1H, d, J 8.2), 7.73 (2H, t, J 6.7), 7.88 (1H, t, J 7.8), 8.81 (1H, s), 10.37 (1H, d, J 7.0); m/z (ES+) 295 (M++H). Isolated yield 10.4%. As a reaction SMILES: Cl[C:2]1[CH:7]=[CH:6][CH:5]=[C:4]([O:8][CH3:9])[N:3]=1.C([Sn](CCCC)(CCCC)[C:15]1[N:19]2[CH:20]=[CH:21][C:22]([C:24]([F:27])([F:26])[F:25])=[N:23][C:18]2=[N:17][CH:16]=1)CCC>>[CH3:9][O:8][C:4]1[N:3]=[C:2]([C:15]2[N:19]3[CH:20]=[CH:21][C:22]([C:24]([F:25])([F:26])[F:27])=[N:23][C:18]3=[N:17][CH:16]=2)[CH:7]=[CH:6][CH:5]=1. Yields the product COC1=CC=CC(=N1)C1=CN=C2N1C=CC(=N2)C(F)(F)F (3-(6-methoxypyridin-2-yl)-7-trifluoromethylimidazo[1,2-α]pyrimidine). Reactants: ClC1=NC(=CC=C1)OC (2-Chloro-6-methoxypyridine), C(CCC)[Sn](C1=CN=C2N1C=CC(=N2)C(F)(F)F)(CCCC)CCCC (3-tributylstannyl-7-trifluoromethylimidazo[1,2-α]pyrimidine). Starting materials: [C-]#N, CCOC(=O)Cc1c(C)oc2ccc(Br)cc12, N#C[Cu], [Na+], CN(C)C=O, O. Yields the product CCOC(=O)Cc1c(C)oc2ccc(C#N)cc12. Reaction SMILES: [C-:21]#[N:22].[CH2:1]([CH3:2])[O:3][C:4]([CH2:5][c:6]1[c:7]([CH3:16])[o:8][c:9]2[c:10]1[cH:11][c:12]([Br:15])[cH:13][cH:14]2)=[O:17].[Cu:18][C:19]#[N:20].[Na+:23].[O:24]=[CH:25][N:26]([CH3:27])[CH3:28].[OH2:29]>>[CH2:1]([CH3:2])[O:3][C:4]([CH2:5][c:6]1[c:7]([CH3:16])[o:8][c:9]2[c:10]1[cH:11][c:12]([C:19]#[N:20])[cH:13][cH:14]2)=[O:17]. Starting materials: ClC1=C(C(=CC=C1)Cl)C1=NSN=C1O (3-(2,6-dichlorophenyl)-4-hydroxy-1,2,5-thiadiazole), C(OC(Cl)(Cl)Cl)(OC(Cl)(Cl)Cl)=O (bis(trichloromethyl) carbonate), Cl.CNCCCC(=O)O (4-(methylamino)butyric acid hydrochloride), C(C)(C)N(C(C)C)CC (N,N-diisopropylethylamine). Run in ClCCl (dichloromethane), N1=CC=CC=C1 (pyridine), O (water). Conditions: time 12 hour. Yields the product CN(CCCC(=O)O)C(=O)OC1=NSN=C1C2=C(C=CC=C2Cl)Cl (N-(3-carboxypropyl)-N-methyl [3-(2,6-dichlorophenyl)-1,2,5-thiadiazol-4-yl] carbamate). Isolated yield 184.7%. Reaction SMILES: [Cl:1][C:2]1[CH:7]=[CH:6][CH:5]=[C:4]([Cl:8])[C:3]=1[C:9]1[C:13]([OH:14])=[N:12][S:11][N:10]=1.[C:15](=O)(OC(Cl)(Cl)Cl)[O:16]C(Cl)(Cl)Cl.Cl.[CH3:28][NH:29][CH2:30][CH2:31][CH2:32][C:33]([OH:35])=[O:34].C(N(CC)C(C)C)(C)C>ClCCl.O.N1C=CC=CC=1>[CH3:28][N:29]([C:15]([O:14][C:13]1[C:9]([C:3]2[C:2]([Cl:1])=[CH:7][CH:6]=[CH:5][C:4]=2[Cl:8])=[N:10][S:11][N:12]=1)=[O:16])[CH2:30][CH2:31][CH2:32][C:33]([OH:35])=[O:34] |f:2.3|. Reported procedure: In 10 mL of dichloromethane, were dissolved 490 mg of 3-(2,6-dichlorophenyl)-4-hydroxy-1,2,5-thiadiazole, and 210 mg of bis(trichloromethyl) carbonate. Thereto, 170 mg of pyridine was added. The mixture was stirred at room temperature for 12 hours. Thereto, 340 mg of 4-(methylamino)butyric acid hydrochloride, and 570 mg of N,N-diisopropylethylamine were added. The mixture was stirred at room temperature for 12 hours. The reaction mixture was poured into water, and was extracted with dichlorometh...